From a dataset of the Open Reaction Database (ORD), a public repository of structured organic reaction records. describe an organic reaction: reactants, conditions, products, and yield Procedure details: In a manner analogous to that described in Example 1, 17.5 g of triisobutylaluminum and 17.4 g of 2,4,6-trichlorophenol are reacted in absolute toluene to give (2,4,6-trichlorophenoxy)diisobutylaluminum and this is then reacted with 22.4 g of pyridine-N-oxide-2-thiol to afford the title compound. The isolation of the product is carried out in analogous manner. The yield of (2,4,6-trichlorophenoxy)bis(2-pyridinethiolato)-aluminum N,N'-dioxide, a fine white powder with a melting point of 207°-208°... RXN SMILES: C([Al:5]([CH2:10][CH:11]([CH3:13])[CH3:12])[CH2:6][CH:7]([CH3:9])[CH3:8])C(C)C.[Cl:14][C:15]1[CH:20]=[C:19]([Cl:21])[CH:18]=[C:17]([Cl:22])[C:16]=1[OH:23]>C1(C)C=CC=CC=1>[Cl:14][C:15]1[CH:20]=[C:19]([Cl:21])[CH:18]=[C:17]([Cl:22])[C:16]=1[O:23][Al:5]([CH2:6][CH:7]([CH3:8])[CH3:9])[CH2:10][CH:11]([CH3:12])[CH3:13]. The product is ClC1=C(O[Al](CC(C)C)CC(C)C)C(=CC(=C1)Cl)Cl ((2,4,6-trichlorophenoxy)diisobutylaluminum). Run in C1(=CC=CC=C1)C (toluene). The reactants are C(C(C)C)[Al](CC(C)C)CC(C)C (triisobutylaluminum), ClC1=C(C(=CC(=C1)Cl)Cl)O (2,4,6-trichlorophenol). As a reaction SMILES: [CH3:15][C:16]([CH2:17][CH2:18][N:19]1[CH2:20][CH2:21][NH:22][CH2:23][CH2:24]1)([CH3:25])[c:26]1[cH:27][cH:28][cH:29][cH:30][cH:31]1.[CH3:57][N:58]([CH3:59])[CH:60]=[O:61].[CH3:62][CH2:63][O:64][C:65](=[O:66])[CH3:67].[CH:42]1([N:43]=[C:44]=[N:45][CH:46]2[CH2:47][CH2:48][CH2:49][CH2:50][CH2:51]2)[CH2:52][CH2:53][CH2:54][CH2:55][CH2:56]1.[OH:32][n:33]1[c:34]2[cH:35][cH:36][cH:37][cH:38][c:39]2[n:40][n:41]1.[n:1]1[cH:2][c:3]([CH:7]2[S:8][CH2:9][CH:10]([C:12](=[O:13])[OH:14])[NH:11]2)[cH:4][cH:5][cH:6]1>>[n:1]1[cH:2][c:3]([CH:7]2[S:8][CH2:9][CH:10]([C:12](=[O:14])[N:22]3[CH2:21][CH2:20][N:19]([CH2:18][CH2:17][C:16]([CH3:15])([CH3:25])[c:26]4[cH:27][cH:28][cH:29][cH:30][cH:31]4)[CH2:24][CH2:23]3)[NH:11]2)[cH:4][cH:5][cH:6]1. Starting materials: CC(C)(CCN1CCNCC1)c1ccccc1, CN(C)C=O, CCOC(C)=O, C(=NC1CCCCC1)=NC1CCCCC1, On1nnc2ccccc21, O=C(O)C1CSC(c2cccnc2)N1. Yields the product CC(C)(CCN1CCN(C(=O)C2CSC(c3cccnc3)N2)CC1)c1ccccc1.